From a dataset of the Open Reaction Database (ORD), a public repository of structured organic reaction records. describe an organic reaction: reactants, conditions, products, and yield Starting materials: O=C1SC(C(N1)=O)CC1=CC=C(OCC2(OC3=CC=C(C=C3C(C2)=O)C(=O)OCC)C)C=C1 (Ethyl 2-[4-(2,4-dioxothiazolidin-5-ylmethyl)phenoxymethyl]-2-methyl-4-oxochroman-6-carboxylate), 4-hydroxy, [BH4-].[Na+] (sodium borohydride). Run in C(C)O (ethanol). Product: O=C1SC(C(N1)=O)CC1=CC=C(OCC2(OC3=CC=C(C=C3C=C2)C(=O)OCC)C)C=C1 (Ethyl 2-[4-(2,4-dioxothiazolidin-5-ylmethyl)phenoxymethyl]-2-methyl-2H-chromene-6-carboxylate). As a reaction SMILES: [O:1]=[C:2]1[NH:6][C:5](=[O:7])[CH:4]([CH2:8][C:9]2[CH:33]=[CH:32][C:12]([O:13][CH2:14][C:15]3([CH3:31])[CH2:24][C:23](=O)[C:22]4[C:17](=[CH:18][CH:19]=[C:20]([C:26]([O:28][CH2:29][CH3:30])=[O:27])[CH:21]=4)[O:16]3)=[CH:11][CH:10]=2)[S:3]1.[BH4-].[Na+]>C(O)C>[O:1]=[C:2]1[NH:6][C:5](=[O:7])[CH:4]([CH2:8][C:9]2[CH:33]=[CH:32][C:12]([O:13][CH2:14][C:15]3([CH3:31])[CH:24]=[CH:23][C:22]4[C:17](=[CH:18][CH:19]=[C:20]([C:26]([O:28][CH2:29][CH3:30])=[O:27])[CH:21]=4)[O:16]3)=[CH:11][CH:10]=2)[S:3]1 |f:1.2|. Reported procedure: A procedure similar to that described in Preparation 2 was repeated, except that 2.7 g of ethyl 2-[4-(2,4-dioxothiazolidin-5-ylmethyl)phenoxymethyl]-2-methyl-4-oxochroman-6-carboxylate (prepared as described in Example 14), 0.33 g of sodium borohydride and 40 ml of ethanol were used, to prepare the 4-hydroxy compound corresponding to the title compound. Using a procedure similar to that described in Preparation 3, this hydroxy compound was treated, without purification, with 0.1 g of p-toluenesu...